Dataset: the Open Reaction Database (ORD), a public repository of structured organic reaction records. Task: describe an organic reaction: reactants, conditions, products, and yield Starting materials: OC(CCC1CCC(O1)CCCCCCCC(=O)O)(CCCCC)C (8-[5-(3-Hydroxy-3-methyloctyl)-tetrahydro-2-furyl]-octanoic acid), CO (methanol), ice water. The product is COC(CCCCCCCC1OC(CC1)CCC(CCCCC)(C)O)=O (8-[5-(3-Hydroxy-3-methyloctyl)-tetrahydro-2-furyl]-octanoic acid methyl ester). Yield: 98.0%. RXN SMILES: [OH:1][C:2]([CH3:25])([CH2:20][CH2:21][CH2:22][CH2:23][CH3:24])[CH2:3][CH2:4][CH:5]1[O:9][CH:8]([CH2:10][CH2:11][CH2:12][CH2:13][CH2:14][CH2:15][CH2:16][C:17]([OH:19])=[O:18])[CH2:7][CH2:6]1.[CH3:26]O>>[CH3:26][O:18][C:17](=[O:19])[CH2:16][CH2:15][CH2:14][CH2:13][CH2:12][CH2:11][CH2:10][CH:8]1[CH2:7][CH2:6][CH:5]([CH2:4][CH2:3][C:2]([OH:1])([CH3:25])[CH2:20][CH2:21][CH2:22][CH2:23][CH3:24])[O:9]1. Reported procedure: XI (1.78 g, 0.00500 mole), methanol (25 ml), and ethyl ether-borontrifluoride complex (0.1 ml) were stirred and heated under reflux for 1 hour. After cooling, the reaction mixture was poured into ice-water (200 ml) and extracted with ether (50 + 50 + 25 ml). The combined ethereal extracts were washed with cold 2% aqueous sodium hydrogen carbonate (50 ml) and water (50 ml). The ethereal solution was dried over sodium sulfate and evaporated to dryness from a water bath (60° C, 10 mm Hg). The resid... The reactants are Cn1c(C(=O)NCCCCN2CCC(CNC(=O)OC(C)(C)C)C2)cc2ccccc21, COc1cc(N)c(Cl)cc1C(=O)O. Yields the product COc1cc(N)c(Cl)cc1C(=O)NCC1CCN(CCCCNC(=O)c2cc3ccccc3n2C)C1. As a reaction SMILES: [C:1]([O:2][C:6](=[O:7])[NH:8][CH2:9][CH:10]1[CH2:11][N:12]([CH2:15][CH2:16][CH2:17][CH2:18][NH:19][C:20](=[O:21])[c:22]2[n:23]([CH3:31])[c:24]3[cH:25][cH:26][cH:27][cH:28][c:29]3[cH:30]2)[CH2:13][CH2:14]1)([CH3:3])([CH3:4])[CH3:5].[NH2:32][c:33]1[cH:34][c:35]([O:43][CH3:44])[c:36]([C:37]([OH:38])=[O:39])[cH:40][c:41]1[Cl:42]>>[C:6](=[O:7])([NH:8][CH2:9][CH:10]1[CH2:11][N:12]([CH2:15][CH2:16][CH2:17][CH2:18][NH:19][C:20](=[O:21])[c:22]2[n:23]([CH3:31])[c:24]3[cH:25][cH:26][cH:27][cH:28][c:29]3[cH:30]2)[CH2:13][CH2:14]1)[c:36]1[c:35]([O:43][CH3:44])[cH:34][c:33]([NH2:32])[c:41]([Cl:42])[cH:40]1.